From a dataset of the Open Reaction Database (ORD), a public repository of structured organic reaction records. describe an organic reaction: reactants, conditions, products, and yield The reactants are C1CNCCN1, C1CCOC1, CC(C)(C)[O-], Clc1ccc(Br)c(Cl)c1, [Na+], c1ccc(P(c2ccccc2)c2ccc3ccccc3c2-c2c(P(c3ccccc3)c3ccccc3)ccc3ccccc23)cc1. The product is Clc1ccc(N2CCNCC2)c(Cl)c1. As a reaction SMILES: [CH2:53]1[CH2:54][NH:55][CH2:56][CH2:57][NH:58]1.[CH2:68]1[O:69][CH2:70][CH2:71][CH2:72]1.[CH3:47][C:48]([CH3:49])([O-:50])[CH3:51].[Cl:59][c:60]1[c:61]([Br:67])[cH:62][cH:63][c:64]([Cl:66])[cH:65]1.[Na+:52].[cH:1]1[cH:2][cH:3][c:4]([P:5]([c:6]2[cH:7][cH:8][c:9]3[c:10]([cH:11][cH:12][cH:13][cH:14]3)[c:15]2-[c:16]2[c:17]3[c:18]([cH:19][cH:20][cH:21][cH:22]3)[cH:23][cH:24][c:25]2[P:26]([c:27]2[cH:28][cH:29][cH:30][cH:31][cH:32]2)[c:33]2[cH:34][cH:35][cH:36][cH:37][cH:38]2)[c:39]2[cH:40][cH:41][cH:42][cH:43][cH:44]2)[cH:45][cH:46]1>>[CH2:53]1[CH2:54][N:55]([c:61]2[c:60]([Cl:59])[cH:65][c:64]([Cl:66])[cH:63][cH:62]2)[CH2:56][CH2:57][NH:58]1. The reactants are CCOC(=O)c1ccc(N2CC3CCC(CC3)C2)cc1, C[Al](C)C, CO, Cc1ccccc1, ClCCCl, ClCCl, Nc1cnc2ccc(F)cc2c1. The product is O=C(Nc1cnc2ccc(F)cc2c1)c1ccc(N2CC3CCC(CC3)C2)cc1. Reaction SMILES: [CH2:24]([O:26][C:27](=[O:25])[c:28]1[cH:29][cH:30][c:31]([N:34]2[CH2:35][CH:36]3[CH2:37][CH2:38][CH:39]([CH2:40]2)[CH2:41][CH2:42]3)[cH:32][cH:33]1)[CH3:43].[CH3:1][Al:2]([CH3:3])[CH3:4].[CH3:51][OH:52].[CH3:5][c:6]1[cH:7][cH:8][cH:9][cH:10][cH:11]1.[Cl:44][CH2:45][CH2:46][Cl:47].[Cl:48][CH2:49][Cl:50].[F:12][c:13]1[cH:14][c:15]2[cH:16][c:17]([NH2:23])[cH:18][n:19][c:20]2[cH:21][cH:22]1>>[F:12][c:13]1[cH:14][c:15]2[cH:16][c:17]([NH:23][C:27](=[O:26])[c:28]3[cH:29][cH:30][c:31]([N:34]4[CH2:35][CH:36]5[CH2:37][CH2:38][CH:39]([CH2:40]4)[CH2:41][CH2:42]5)[cH:32][cH:33]3)[cH:18][n:19][c:20]2[cH:21][cH:22]1.